From a dataset of the Open Reaction Database (ORD), a public repository of structured organic reaction records. describe an organic reaction: reactants, conditions, products, and yield Reactants: CCN(c1cc(Br)cc(C(=O)NCc2c(C)cc(C)[nH]c2=O)c1C)C1CCOCC1, O=C([O-])[O-], [Na+], [Na+], CC1(C)OB(c2ccc(C(=O)N3CCOCC3)cc2)OC1(C)C, C1COCCO1, O, c1ccc(P(c2ccccc2)(c2ccccc2)[Pd](P(c2ccccc2)(c2ccccc2)c2ccccc2)(P(c2ccccc2)(c2ccccc2)c2ccccc2)P(c2ccccc2)(c2ccccc2)c2ccccc2)cc1. Product: CCN(c1cc(-c2ccc(C(=O)N3CCOCC3)cc2)cc(C(=O)NCc2c(C)cc(C)[nH]c2=O)c1C)C1CCOCC1. Reaction SMILES: [Br:1][c:2]1[cH:3][c:4]([N:22]([CH:23]2[CH2:24][CH2:25][O:26][CH2:27][CH2:28]2)[CH2:29][CH3:30])[c:5]([CH3:21])[c:6]([C:7](=[O:8])[NH:9][CH2:10][c:11]2[c:12](=[O:19])[nH:13][c:14]([CH3:18])[cH:15][c:16]2[CH3:17])[cH:20]1.[C:54](=[O:55])([O-:56])[O-:57].[Na+:58].[Na+:59].[O:31]1[CH2:32][CH2:33][N:34]([C:37](=[O:38])[c:39]2[cH:40][cH:41][c:42]([B:45]3[O:46][C:47]([CH3:48])([CH3:49])[C:50]([CH3:51])([CH3:52])[O:53]3)[cH:43][cH:44]2)[CH2:35][CH2:36]1.[O:60]1[CH2:61][CH2:62][O:63][CH2:64][CH2:65]1.[OH2:66].[cH:67]1[cH:68][cH:69][c:70]([P:71]([Pd:72]([P:73]([c:74]2[cH:75][cH:76][cH:77][cH:78][cH:79]2)([c:80]2[cH:81][cH:82][cH:83][cH:84][cH:85]2)[c:86]2[cH:87][cH:88][cH:89][cH:90][cH:91]2)([P:92]([c:93]2[cH:94][cH:95][cH:96][cH:97][cH:98]2)([c:99]2[cH:100][cH:101][cH:102][cH:103][cH:104]2)[c:105]2[cH:106][cH:107][cH:108][cH:109][cH:110]2)[P:111]([c:112]2[cH:113][cH:114][cH:115][cH:116][cH:117]2)([c:118]2[cH:119][cH:120][cH:121][cH:122][cH:123]2)[c:124]2[cH:125][cH:126][cH:127][cH:128][cH:129]2)([c:130]2[cH:131][cH:132][cH:133][cH:134][cH:135]2)[c:136]2[cH:137][cH:138][cH:139][cH:140][cH:141]2)[cH:142][cH:143]1>>[c:2]1(-[c:42]2[cH:41][cH:40][c:39]([C:37]([N:34]3[CH2:33][CH2:32][O:31][CH2:36][CH2:35]3)=[O:38])[cH:44][cH:43]2)[cH:3][c:4]([N:22]([CH:23]2[CH2:24][CH2:25][O:26][CH2:27][CH2:28]2)[CH2:29][CH3:30])[c:5]([CH3:21])[c:6]([C:7](=[O:8])[NH:9][CH2:10][c:11]2[c:12](=[O:19])[nH:13][c:14]([CH3:18])[cH:15][c:16]2[CH3:17])[cH:20]1. Starting materials: C1CCOC1, Cc1cc(-c2noc(C(F)F)n2)cc(C)c1O, CCOC(=O)N=NC(=O)OCC, Cc1nsc(CCCO)n1, c1ccc(P(c2ccccc2)c2ccccc2)cc1. The product is Cc1nsc(CCCOc2c(C)cc(-c3noc(C(F)F)n3)cc2C)n1. As a reaction SMILES: [CH2:59]1[O:60][CH2:61][CH2:62][CH2:63]1.[F:11][CH:12]([c:13]1[n:14][c:15](-[c:18]2[cH:19][c:20]([CH3:26])[c:21]([OH:25])[c:22]([CH3:24])[cH:23]2)[n:16][o:17]1)[F:27].[O:28]=[C:29]([O:30][CH2:31][CH3:32])[N:33]=[N:34][C:35]([O:36][CH2:37][CH3:38])=[O:39].[OH:1][CH2:2][CH2:3][CH2:4][c:5]1[n:6][c:7]([CH3:10])[n:8][s:9]1.[c:40]1([P:41]([c:42]2[cH:43][cH:44][cH:45][cH:46][cH:47]2)[c:48]2[cH:49][cH:50][cH:51][cH:52][cH:53]2)[cH:54][cH:55][cH:56][cH:57][cH:58]1>>[O:1]([CH2:2][CH2:3][CH2:4][c:5]1[n:6][c:7]([CH3:10])[n:8][s:9]1)[c:21]1[c:20]([CH3:26])[cH:19][c:18](-[c:15]2[n:14][c:13]([CH:12]([F:11])[F:27])[o:17][n:16]2)[cH:23][c:22]1[CH3:24]. The reactants are COCCCN(CCCc1ccc(B2OC(C)(C)C(C)(C)O2)cc1)C(=O)OC(C)(C)C, [K+], [K+], [K+], Nc1ncc(Br)nc1C(=O)Nc1cccnc1, O, O=P([O-])([O-])[O-]. Product: COCCCN(CCCc1ccc(-c2cnc(N)c(C(=O)Nc3cccnc3)n2)cc1)C(=O)OC(C)(C)C. As a reaction SMILES: [CH3:18][O:19][CH2:20][CH2:21][CH2:22][N:23]([C:24]([O:25][C:26]([CH3:27])([CH3:28])[CH3:29])=[O:30])[CH2:31][CH2:32][CH2:33][c:34]1[cH:35][cH:36][c:37]([B:40]2[O:41][C:42]([CH3:43])([CH3:44])[C:45]([CH3:46])([CH3:47])[O:48]2)[cH:38][cH:39]1.[K+:54].[K+:55].[K+:56].[NH2:1][c:2]1[c:3]([C:9](=[O:10])[NH:11][c:12]2[cH:13][n:14][cH:15][cH:16][cH:17]2)[n:4][c:5]([Br:8])[cH:6][n:7]1.[OH2:57].[P:49]([O-:50])([O-:51])([O-:52])=[O:53]>>[NH2:1][c:2]1[c:3]([C:9](=[O:10])[NH:11][c:12]2[cH:13][n:14][cH:15][cH:16][cH:17]2)[n:4][c:5](-[c:37]2[cH:36][cH:35][c:34]([CH2:33][CH2:32][CH2:31][N:23]([CH2:22][CH2:21][CH2:20][O:19][CH3:18])[C:24]([O:25][C:26]([CH3:27])([CH3:28])[CH3:29])=[O:30])[cH:39][cH:38]2)[cH:6][n:7]1. Starting materials: N(=NC(=O)OCC)C(=O)OCC (diethyl azodicarboxylate), [Si](C)(C)(C(C)(C)C)OCC1=C2SC=3C(=CC=CC3N(C2=CC=C1)C)CO ([6-(tert-butyl-dimethylsilanyloxymethyl)-10-methyl-phenothiazin-4-yl]-methanol), C1(C=2C(C(N1)=O)=CC=CC2)=O (phthalimide), C1(=CC=CC=C1)P(C1=CC=CC=C1)C1=CC=CC=C1 (triphenylphosphine). Run in O1CCCC1 (tetrahydrofuran). Reaction conditions: time 3 hour. Product: [Si](C)(C)(C(C)(C)C)OCC1=C2SC=3C(=CC=CC3N(C2=CC=C1)C)CN1C(C2=CC=CC=C2C1=O)=O (2-[6-(tert-butyl-dimethylsilanyloxymethyl)-10-methyl-phenothiazin-4-ylmethyl]-2,3-dihydro-1H-isoindole-1,3-dione). The yield is 78.2%. Reaction SMILES: N(C(OCC)=O)=NC(OCC)=O.[Si:13]([O:20][CH2:21][C:22]1[CH:35]=[CH:34][CH:33]=[C:32]2[C:23]=1[S:24][C:25]1[C:26]([CH2:37]O)=[CH:27][CH:28]=[CH:29][C:30]=1[N:31]2[CH3:36])([C:16]([CH3:19])([CH3:18])[CH3:17])([CH3:15])[CH3:14].[C:39]1(=[O:49])[NH:43][C:42](=[O:44])[C:41]2=[CH:45][CH:46]=[CH:47][CH:48]=[C:40]12.C1(P(C2C=CC=CC=2)C2C=CC=CC=2)C=CC=CC=1>O1CCCC1>[Si:13]([O:20][CH2:21][C:22]1[CH:35]=[CH:34][CH:33]=[C:32]2[C:23]=1[S:24][C:25]1[C:26]([CH2:37][N:43]3[C:39](=[O:49])[C:40]4[C:41](=[CH:45][CH:46]=[CH:47][CH:48]=4)[C:42]3=[O:44])=[CH:27][CH:28]=[CH:29][C:30]=1[N:31]2[CH3:36])([C:16]([CH3:19])([CH3:18])[CH3:17])([CH3:15])[CH3:14]. Procedure details: 1.62 ml (10.34 mmol) of diethyl azodicarboxylate were slowly added dropwise while cooling with ice and under argon to a solution of 3.09 g (7.97 mmol) of [6-(tert-butyl-dimethylsilanyloxymethyl)-10-methyl-phenothiazin-4-yl]-methanol, 1.76 g (11.9 mmol) of phthalimide and 2.30 g (8.75 mmol) of triphenylphosphine in 65 ml of tetrahydrofuran. The reaction mixture was stirred at 0° for 3 hours and then worked-up analogously to that described in Example 2.1.1.ea. The residue was chromatographed on 50... Starting materials: C(C)C(CC)(C=1OC2=C(C1)C=C(C=C2)CO)C2=CC(=C(C=C2)O)C (4-[1-Ethyl-1-(5-hydroxymethyl-benzofuran-2-yl)-propyl]-2-methyl-phenol), BrCC(C(C)(C)C)=O (1-bromopinacolone), C(=O)([O-])[O-].[K+].[K+] (K2CO3). Run in CC(=O)C (acetone). Yields the product C(C)C(CC)(C=1OC2=C(C1)C=C(C=C2)CO)C2=CC(=C(OCC(C(C)(C)C)=O)C=C2)C (1-{4-[1-Ethyl-1-(5-hydroxymethyl-benzofuran-2-yl)-propyl]-2-methyl-phenoxy}-3,3-dimethyl-butan-2-one). Yield: 101.9%. Reaction SMILES: [CH2:1]([C:3]([C:17]1[CH:22]=[CH:21][C:20]([OH:23])=[C:19]([CH3:24])[CH:18]=1)([C:6]1[O:7][C:8]2[CH:14]=[CH:13][C:12]([CH2:15][OH:16])=[CH:11][C:9]=2[CH:10]=1)[CH2:4][CH3:5])[CH3:2].Br[CH2:26][C:27](=[O:32])[C:28]([CH3:31])([CH3:30])[CH3:29].C([O-])([O-])=O.[K+].[K+]>CC(C)=O>[CH2:1]([C:3]([C:17]1[CH:22]=[CH:21][C:20]([O:23][CH2:26][C:27](=[O:32])[C:28]([CH3:31])([CH3:30])[CH3:29])=[C:19]([CH3:24])[CH:18]=1)([C:6]1[O:7][C:8]2[CH:14]=[CH:13][C:12]([CH2:15][OH:16])=[CH:11][C:9]=2[CH:10]=1)[CH2:4][CH3:5])[CH3:2] |f:2.3.4|. Procedure details: 4-[1-Ethyl-1-(5-hydroxymethyl-benzofuran-2-yl)-propyl]-2-methyl-phenol (653 mg, 2.02 mmol) and 1-bromopinacolone (555 mg, 3.10 mmol) and K2CO3 (570 mg, 4.13 mmol) in acetone (40 mL) are reacted analogous to Example 18-E to give the title compound (870 mg, 100%). Reactants: OC1c2ccc(Br)cc2OCC1Cc1ccccc1, CC(C)(C)COC(=O)c1ccc(C(F)(F)F)cc1B(O)O, Cc1ccccc1, [Na+], [Na+], O=C([O-])[O-], O. Yields the product CC(C)(C)COC(=O)c1ccc(C(F)(F)F)cc1-c1ccc2c(c1)OCC(Cc1ccccc1)C2O. Reaction SMILES: [CH2:22]([c:23]1[cH:24][cH:25][cH:26][cH:27][cH:28]1)[CH:29]1[CH2:30][O:31][c:32]2[cH:33][c:34]([Br:40])[cH:35][cH:36][c:37]2[CH:38]1[OH:39].[CH3:1][C:2]([CH2:3][O:4][C:5](=[O:6])[c:7]1[c:8]([B:17]([OH:18])[OH:19])[cH:9][c:10]([C:13]([F:14])([F:15])[F:16])[cH:11][cH:12]1)([CH3:20])[CH3:21].[CH3:47][c:48]1[cH:49][cH:50][cH:51][cH:52][cH:53]1.[Na+:41].[Na+:42].[O-:43][C:44](=[O:45])[O-:46].[OH2:54]>>[CH3:1][C:2]([CH2:3][O:4][C:5](=[O:6])[c:7]1[c:8](-[c:34]2[cH:33][c:32]3[c:37]([cH:36][cH:35]2)[CH:38]([OH:39])[CH:29]([CH2:22][c:23]2[cH:24][cH:25][cH:26][cH:27][cH:28]2)[CH2:30][O:31]3)[cH:9][c:10]([C:13]([F:14])([F:15])[F:16])[cH:11][cH:12]1)([CH3:20])[CH3:21].